This data is from the Open Reaction Database (ORD), a public repository of structured organic reaction records. The task is: describe an organic reaction: reactants, conditions, products, and yield The reactants are CS(C)=O, [Cl-], COC(=O)c1ccc(Cl)nc1, [H-], [NH4+], [Na+], c1cn[nH]c1. Product: COC(=O)c1ccc(-n2cccn2)nc1. As a reaction SMILES: [CH3:21][S:22]([CH3:23])=[O:24].[Cl-:19].[Cl:8][c:9]1[n:10][cH:11][c:12]([C:13](=[O:14])[O:15][CH3:16])[cH:17][cH:18]1.[H-:7].[NH4+:20].[Na+:6].[nH:1]1[n:2][cH:3][cH:4][cH:5]1>>[n:1]1(-[c:9]2[n:10][cH:11][c:12]([C:13](=[O:14])[O:15][CH3:16])[cH:17][cH:18]2)[n:2][cH:3][cH:4][cH:5]1. The reactants are Cc1cc(O)ccc1CCCCn1ccnn1, CN(C)C=O, FC(F)(F)c1cccc(-c2ccc(CCl)cn2)c1, [H-], [Na+], O. Yields the product Cc1cc(OCc2ccc(-c3cccc(C(F)(F)F)c3)nc2)ccc1CCCCn1ccnn1. RXN SMILES: [CH3:1][c:2]1[cH:3][c:4]([OH:17])[cH:5][cH:6][c:7]1[CH2:8][CH2:9][CH2:10][CH2:11][n:12]1[n:13][n:14][cH:15][cH:16]1.[CH3:39][N:40]([CH3:41])[CH:42]=[O:43].[Cl:20][CH2:21][c:22]1[cH:23][cH:24][c:25](-[c:28]2[cH:29][c:30]([C:34]([F:35])([F:36])[F:37])[cH:31][cH:32][cH:33]2)[n:26][cH:27]1.[H-:18].[Na+:19].[OH2:38]>>[CH3:1][c:2]1[cH:3][c:4]([O:17][CH2:21][c:22]2[cH:23][cH:24][c:25](-[c:28]3[cH:29][c:30]([C:34]([F:35])([F:36])[F:37])[cH:31][cH:32][cH:33]3)[n:26][cH:27]2)[cH:5][cH:6][c:7]1[CH2:8][CH2:9][CH2:10][CH2:11][n:12]1[n:13][n:14][cH:15][cH:16]1. The reactants are COC(=O)C=1C(=CC=C2C=NNC12)N (6-Amino-1H-indazole-7-carboxylic acid methyl ester), COC(=O)C=1C(=CC=C2C=NNC12)N (6-Amino-1H-indazole-7-carboxylic acid methyl ester), C(=O)N (formamide). The product is N1NC=C2C1=C1C(N=CN=C1C=C2)=O (1H-Pyrazolo[3,4-f]-quinazoline-9-one). As a reaction SMILES: CO[C:3]([C:5]1[C:6]([NH2:14])=[CH:7][CH:8]=[C:9]2[C:13]=1[NH:12][N:11]=[CH:10]2)=[O:4].[CH:15]([NH2:17])=O>>[NH:12]1[C:13]2=[C:5]3[C:6]([CH:7]=[CH:8][C:9]2=[CH:10][NH:11]1)=[N:14][CH:15]=[N:17][C:3]3=[O:4]. Procedure details: 6-Amino-1H-indazole-7-carboxylic acid methyl ester (formula 14, obtained according to Example IV) (1.35 g, 7.0 m-mol) was heated with formamide (4.2 ml) at 140° for a period of 4 hours and again at 180° for a period of 1.5 hours. The product that formed on cooling was collected and washed with a small amount of cold water to yield 555 mg of the formula 2 target compound. Additional amounts of the target compound were obtained by working-up the mother liquor. The cumulative product yield was 965 ... Reactants: BrCc1ccccc1, CN1CC(C(=O)OCc2ccccc2)NC1=O, O. The product is CN1CC(C(=O)OCc2ccccc2)N(Cc2ccccc2)C1=O. RXN SMILES: [Br:18][CH2:19][c:20]1[cH:21][cH:22][cH:23][cH:24][cH:25]1.[CH3:1][N:2]1[C:3](=[O:17])[NH:4][CH:5]([C:7](=[O:8])[O:9][CH2:10][c:11]2[cH:12][cH:13][cH:14][cH:15][cH:16]2)[CH2:6]1.[OH2:26]>>[CH3:1][N:2]1[C:3](=[O:17])[N:4]([CH2:19][c:20]2[cH:21][cH:22][cH:23][cH:24][cH:25]2)[CH:5]([C:7](=[O:8])[O:9][CH2:10][c:11]2[cH:12][cH:13][cH:14][cH:15][cH:16]2)[CH2:6]1. Starting materials: COC1=C(C(=O)OC)C=C(C=C1)C1=NN=NN1 (Methyl 2-methoxy-5-(1H-tetrazol-5-yl)benzoate), C([O-])([O-])=O.[K+].[K+] (potassium carbonate). The solvent is CC(=O)C (acetone). The product is COC1=C(C(=O)OC)C=C(C=C1)C=1N=NN(N1)C (Methyl 2-methoxy-5-(2-methyl-2H-tetrazol-5-yl)benzoate). Reaction SMILES: [CH3:1][O:2][C:3]1[CH:12]=[CH:11][C:10]([C:13]2[NH:17][N:16]=[N:15][N:14]=2)=[CH:9][C:4]=1[C:5]([O:7][CH3:8])=[O:6].[C:18](=O)([O-])[O-].[K+].[K+]>CC(C)=O>[CH3:1][O:2][C:3]1[CH:12]=[CH:11][C:10]([C:13]2[N:14]=[N:15][N:16]([CH3:18])[N:17]=2)=[CH:9][C:4]=1[C:5]([O:7][CH3:8])=[O:6] |f:1.2.3|. Procedure details: Methyl 2-methoxy-5-(1H-tetrazol-5-yl)benzoate (0.78 g, 3.33 mmol) methyl iodide (0.21 mL, 3.33 mmol) and potassium carbonate (0.46 g, 3.33 mmol) were combined in acetone (8 mL) and heated at reflux overnight. After cooling to room temperature, the mixture was filtered and concentrated. Flash chromatography on silica gel afforded 170 mg (21%). LC/MS (HPLC method 3): tR=2.01 min, 249.09 (MH)+ The reactants are [Si](O)(O)(O)O.NC(=O)N (urea silicate), C=O (formaldehyde). Run at time 40 minute. Yields the product [Si](O)(O)(O)O.NC(=O)N.C=O (formaldehyde urea silicate). RXN SMILES: [Si:1]([OH:5])([OH:4])([OH:3])[OH:2].[NH2:6][C:7]([NH2:9])=[O:8].[CH2:10]=[O:11]>>[Si:1]([OH:5])([OH:4])([OH:3])[OH:2].[NH2:6][C:7]([NH2:9])=[O:8].[CH2:10]=[O:11] |f:0.1,3.4.5|. Procedure: The said urea silicate is mixed with an aqueous formaldehyde solution in the ratio of 1:1 mols, heated to 70° to 100° C., while agitating, for 20 to 60 minutes, or until the desired viscosity is reached, thereby producing poly (formaldehyde urea silicate) resin, which is clear in color and may be produced as a thick liquid or as a solid. Starting materials: [N+](=O)([O-])C1=CC=C(C=C1)NC=1C2=C(N=CC1)NC=C2 (N-(4-nitrophenyl)-1H-pyrrolo[2,3-b]pyridine-4-amine), [H][H] (hydrogen). The reagents and catalysts are [Pd] (palladium-on-carbon). Run in C(C)O (ethanol). The product is N1C=CC=2C1=NC=CC2NC2=CC=C(C=C2)N (N-1H-Pyrrolo[2,3-b]pyridin-4-ylbenzene-1,4-diamine). RXN SMILES: [N+:1]([C:4]1[CH:9]=[CH:8][C:7]([NH:10][C:11]2[C:12]3[CH:19]=[CH:18][NH:17][C:13]=3[N:14]=[CH:15][CH:16]=2)=[CH:6][CH:5]=1)([O-])=O.[H][H]>C(O)C.[Pd]>[NH:17]1[C:13]2=[N:14][CH:15]=[CH:16][C:11]([NH:10][C:7]3[CH:8]=[CH:9][C:4]([NH2:1])=[CH:5][CH:6]=3)=[C:12]2[CH:19]=[CH:18]1. Procedure details: 36 mg of 10% palladium-on-carbon are added to a solution of 170 mg (0.67 mmol) of N-(4-nitrophenyl)-1H-pyrrolo[2,3-b]pyridine-4-amine in 6 ml of ethanol, and the suspension is stirred in a hydrogen atmosphere at atmospheric pressure overnight. The suspension is filtered through Celite and the Celite is washed with ethanol. Concentration under reduced pressure gives the target product. The reactants are C(C)OC(COC1=CC=C(C=C1)F)OCC (1-(2,2-diethoxyethoxy)-4-fluorobenzene). Solvent: CCCCCC (n-hexane). Product: C1=CC2=C(C=CO2)C=C1F (5-Fluoro[b]benzofuran). Yield: 50.3%. Reaction SMILES: C(O[CH:4](OCC)[CH2:5][O:6][C:7]1[CH:12]=[CH:11][C:10]([F:13])=[CH:9][CH:8]=1)C>CCCCCC>[CH:9]1[C:10]([F:13])=[CH:11][C:12]2[CH:4]=[CH:5][O:6][C:7]=2[CH:8]=1. Procedure: To a solution of 16.0 g of 1-(2,2-diethoxyethoxy)-4-fluorobenzene in 50 ml n-hexane was added 3.2 g of amberlyst 15 at room temperature. After the mixture was treated in a sealed tube at 200° C. for 11 hours, the amberlyst 15 was filtered off. The solvent was evaporated, and the crude product was purified and separated by silica gel column chromatography (n-hexane), to give 4.8 g of the title compound as a colorless oil. Reactants: O=C1CCC(=O)N1Br, Cc1ccc(F)c(C#N)c1, c1ccccc1. Yields the product N#Cc1cc(CBr)ccc1F. Reaction SMILES: [Br:11][N:12]1[C:13](=[O:14])[CH2:15][CH2:16][C:17]1=[O:18].[C:1](#[N:2])[c:3]1[cH:4][c:5]([CH3:10])[cH:6][cH:7][c:8]1[F:9].[cH:19]1[cH:20][cH:21][cH:22][cH:23][cH:24]1>>[C:1](#[N:2])[c:3]1[cH:4][c:5]([CH2:10][Br:11])[cH:6][cH:7][c:8]1[F:9]. The reactants are NC=1C2=C(NC(C1)=O)N(N=C2)C2=CC=CC=C2 (4-amino-1,7-dihydro-1-phenylpyrazolo[3,4-b]pyridin-6-one), C([O-])([O-])=O.[Cs+].[Cs+] (cesium carbonate), Cl.ClCC=1N(N=CN1)C (3-chloromethyl-2-methyl-2H-[1,2,4]triazole hydrochloride). The solvent is CN(C)C=O (DMF). Reaction conditions: temperature 60 celsius. Product: CN1N=CN=C1COC1=CC(=C2C(=N1)N(N=C2)C2=CC=CC=C2)N (6-(2-Methyl-2H-[1,2,4]triazol-3-ylmethoxy)-1-phenyl-1H-pyrazolo[3,4-b]pyridin-4-ylamine). Isolated yield 95.9%. Reaction SMILES: [NH2:1][C:2]1[C:3]2[CH:11]=[N:10][N:9]([C:12]3[CH:17]=[CH:16][CH:15]=[CH:14][CH:13]=3)[C:4]=2[NH:5][C:6](=[O:8])[CH:7]=1.C(=O)([O-])[O-].[Cs+].[Cs+].Cl.Cl[CH2:26][C:27]1[N:28]([CH3:32])[N:29]=[CH:30][N:31]=1>CN(C=O)C>[CH3:32][N:28]1[C:27]([CH2:26][O:8][C:6]2[N:5]=[C:4]3[N:9]([C:12]4[CH:13]=[CH:14][CH:15]=[CH:16][CH:17]=4)[N:10]=[CH:11][C:3]3=[C:2]([NH2:1])[CH:7]=2)=[N:31][CH:30]=[N:29]1 |f:1.2.3,4.5|. Procedure details: To a solution of 4-amino-1,7-dihydro-1-phenylpyrazolo[3,4-b]pyridin-6-one (0.30 g, 1.33 mmol) in DMF (8 ml) under nitrogen was added cesium carbonate (0.95 g, 2.92 mmol) followed by 3-chloromethyl-2-methyl-2H-[1,2,4]triazole hydrochloride (0.27 g, 1.61 mmol). The resulting suspension was heated at 60° C. for 17 h. The mixture was partitioned between saturated aqueous ammonium chloride solution and ethyl acetate. The layers were separated and the aqueous phase extracted a second time with ethyl a...